From a dataset of the Open Reaction Database (ORD), a public repository of structured organic reaction records. describe an organic reaction: reactants, conditions, products, and yield Reactants: N1CCCC1.[OH-].[Na+] (pyrrolidine sodium hydroxide), [Cl-].C(N)(=O)CC[N+]1=CC=C(C=C1)C#N (1-(2-carbamoylethyl)-4-cyanopyridinium chloride), [OH-].[Na+] (sodium hydroxide). Solvent: O (water). Product: N1(CCCC1)C1=CC=NC=C1 (4-pyrrolidinopyridine). RXN SMILES: [Cl-].C(CC[N+:7]1[CH:12]=[CH:11][C:10](C#N)=[CH:9][CH:8]=1)(=O)N.[NH:15]1[CH2:19][CH2:18][CH2:17][CH2:16]1.[OH-].[Na+].[OH-].[Na+]>O>[N:15]1([C:10]2[CH:9]=[CH:8][N:7]=[CH:12][CH:11]=2)[CH2:19][CH2:18][CH2:17][CH2:16]1 |f:0.1,2.3.4,5.6|. Procedure: A solution of 1-(2-carbamoylethyl)-4-cyanopyridinium chloride (21.2 g; 0.1 mole) dissolved in 15 ml of deionized water was prepared and charged to the dropping funnel. This solution was then added to the pyrrolidine/sodium hydroxide solution at a rate which permitted maintenance of the reaction temperature with stirring at below 5° C. It was held there for an additional hour, after which 14 g (0.175 mole) of a 50% (w/w) sodium hydroxide solution was added dropwise with continued maintenance of t...